Dataset: the Open Reaction Database (ORD), a public repository of structured organic reaction records. Task: describe an organic reaction: reactants, conditions, products, and yield Reactants: NC=1C(=NC(=NC1N[C@@H]1CC[C@H](CC1)NC(=O)OC(C)(C)C)C1=CC(=CC=C1)O)C(=O)OCC (Ethyl 5-amino-6-(trans-4-(tert-butoxycarbonylamino)cyclohexylamino)-2-(3-hydroxyphenyl)pyrimidine-4-carboxylate), 1,1′-1,1′-carbonyldiimidazole, C(C)(C)(C)OC(=O)N[C@@H]1CC[C@H](CC1)N1C2=NC(=NC(=C2NC1=O)C(=O)OCC)C1=CC(=CC=C1)O (Ethyl 9-(trans-4-(tert-butoxycarbonylamino)cyclohexyl)-2-(3-hydroxyphenyl)-8-oxo-8,9-dihydro-7H-purine-6-carboxylate). Run in ClCCl (dichloromethane). The product is N[C@@H]1CC[C@H](CC1)N1C2=NC(=NC(=C2NC1=O)C(=O)N)C1=CC(=CC=C1)O (9-(TRANS-4-AMINOCYCLOHEXYL)-2-(3-HYDROXYPHENYL)-8-OXO-8,9-DIHYDRO-7H-PURINE-6-CARBOXAMIDE). Yield: 44.0%. Reaction SMILES: C(OC([NH:8][C@H:9]1[CH2:14][CH2:13][C@H:12]([N:15]2[C:23](=[O:24])[NH:22][C:21]3[C:16]2=[N:17][C:18]([C:30]2[CH:35]=[CH:34][CH:33]=[C:32]([OH:36])[CH:31]=2)=[N:19][C:20]=3[C:25]([O:27]CC)=O)[CH2:11][CH2:10]1)=O)(C)(C)C.[NH2:37]C1C(C(OCC)=O)=NC(C2C=CC=C(O)C=2)=NC=1N[C@H]1CC[C@H](NC(OC(C)(C)C)=O)CC1>ClCCl>[NH2:8][C@H:9]1[CH2:14][CH2:13][C@H:12]([N:15]2[C:23](=[O:24])[NH:22][C:21]3[C:16]2=[N:17][C:18]([C:30]2[CH:35]=[CH:34][CH:33]=[C:32]([OH:36])[CH:31]=2)=[N:19][C:20]=3[C:25]([NH2:37])=[O:27])[CH2:11][CH2:10]1. Procedure details: Ethyl 9-(trans-4-(tert-butoxycarbonylamino)cyclohexyl)-2-(3-hydroxyphenyl)-8-oxo-8,9-dihydro-7H-purine-6-carboxylate. Ethyl 5-amino-6-(trans-4-(tert-butoxycarbonylamino)cyclohexylamino)-2-(3-hydroxyphenyl)pyrimidine-4-carboxylate (0.150 g, 0.317 mmol) and 1,1′-1,1′-carbonyldiimidazole (0.514 g, 3.17 mmol) in dichloromethane (10 mL) were reacted according to General Procedure F and purified via biotage chromatography (0 to 60% EtOAc in hexanes) to afford the title compound (0.070 g, 44%). MS (ESI... Starting materials: C24H24C12N4O4, ClCl (chlorine), ClC=1C=C(C(=O)N[C@@H](C)C2=NC3=C(N2)C=CC(=C3)Cl)C=CC1C(=O)N1C(CCC1)CCC(=O)OCC (3-chloro-N-[(1S)-1-(5-chloro-1H-benzimidazol-2-yl)ethyl]-4-[(2R/S)-2-(ethoxycarbonylethyl)pyrrolidin-1-ylcarbonyl]benzamide), [OH-].[Li+] (lithium hydroxide), CO (methanol). Reported procedure: Prepared analogously to Example 19b from 3-chloro-N-[(1S)-1-(5-chloro-1H-benzimidazol-2-yl)ethyl]-4-[(2R/S)-2-(ethoxycarbonylethyl)pyrrolidin-1-ylcarbonyl]benzamide and lithium hydroxide in tetrahydrofuran. Yield: 23%; Rf value: 0.34 (Reversed phase RP 8: methanol/5% sodium chloride solution=6:4); C24H24C12N4O4 (503.384); mass spectrum: (M+H)+=503/505/507 (chlorine isotope). The product is ClC=1C=C(C(=O)N[C@@H](C)C2=NC3=C(N2)C=CC(=C3)Cl)C=CC1C(=O)N1C(CCC1)CCC(=O)O (3-chloro-N-[(1S)-1-(5-chloro-1H-benzimidazol-2-yl)ethyl]4-[(2R/S)-2-(hydroxycarbonyl-ethyl)pyrrolidin-1-ylcarbonyl]benzamide). RXN SMILES: [Cl:1][C:2]1[CH:3]=[C:4]([CH:20]=[CH:21][C:22]=1[C:23]([N:25]1[CH2:29][CH2:28][CH2:27][CH:26]1[CH2:30][CH2:31][C:32]([O:34]CC)=[O:33])=[O:24])[C:5]([NH:7][C@H:8]([C:10]1[NH:14][C:13]2[CH:15]=[CH:16][C:17]([Cl:19])=[CH:18][C:12]=2[N:11]=1)[CH3:9])=[O:6].[OH-].[Li+].CO.ClCl>O1CCCC1>[Cl:1][C:2]1[CH:3]=[C:4]([CH:20]=[CH:21][C:22]=1[C:23]([N:25]1[CH2:29][CH2:28][CH2:27][CH:26]1[CH2:30][CH2:31][C:32]([OH:34])=[O:33])=[O:24])[C:5]([NH:7][C@H:8]([C:10]1[NH:14][C:13]2[CH:15]=[CH:16][C:17]([Cl:19])=[CH:18][C:12]=2[N:11]=1)[CH3:9])=[O:6] |f:1.2|. The yield is 23.0%. Solvent: O1CCCC1 (tetrahydrofuran). The reactants are Cc1ccccc1, COC(=O)c1nnn(Cc2cc(C(F)(F)F)cc(C(F)(F)F)c2)c1-c1ccccc1, NCCN, O. Yields the product FC(F)(F)c1cc(Cn2nnc(C3=NCCN3)c2-c2ccccc2)cc(C(F)(F)F)c1. As a reaction SMILES: [CH3:36][c:37]1[cH:38][cH:39][cH:40][cH:41][cH:42]1.[CH3:5][O:6][C:7](=[O:8])[c:9]1[n:10][n:11][n:12]([CH2:20][c:21]2[cH:22][c:23]([C:31]([F:32])([F:33])[F:34])[cH:24][c:25]([C:27]([F:28])([F:29])[F:30])[cH:26]2)[c:13]1-[c:14]1[cH:15][cH:16][cH:17][cH:18][cH:19]1.[NH2:1][CH2:2][CH2:3][NH2:4].[OH2:35]>>[NH:1]1[CH2:2][CH2:3][N:4]=[C:7]1[c:9]1[n:10][n:11][n:12]([CH2:20][c:21]2[cH:22][c:23]([C:31]([F:32])([F:33])[F:34])[cH:24][c:25]([C:27]([F:28])([F:29])[F:30])[cH:26]2)[c:13]1-[c:14]1[cH:15][cH:16][cH:17][cH:18][cH:19]1. The reactants are Br (hydrogen bromide), NC1=NC(=C(C(N1C)=O)C=1C=NC(=CC1)OC)C1=CC(=CC=C1)F (2-amino-6-(3-fluorophenyl)-5-(6-methoxy-3-pyridyl)-3-methyl-3,4-dihydro-4-pyrimidinone). Solvent: C(C)(=O)O (acetic acid). The product is NC1=NC(=C(C(N1C)=O)C1=CNC(C=C1)=O)C1=CC(=CC=C1)F (2-Amino-6-(3-fluorophenyl)-3-methyl-5-(6-oxo-1,6-dihydro-3-pyridinyl)-3,4-dihydro-4-pyrimidinone). Reaction SMILES: Br.[NH2:2][C:3]1[N:8]([CH3:9])[C:7](=[O:10])[C:6]([C:11]2[CH:12]=[N:13][C:14]([O:17]C)=[CH:15][CH:16]=2)=[C:5]([C:19]2[CH:24]=[CH:23][CH:22]=[C:21]([F:25])[CH:20]=2)[N:4]=1>C(O)(=O)C>[NH2:2][C:3]1[N:8]([CH3:9])[C:7](=[O:10])[C:6]([C:11]2[CH:16]=[CH:15][C:14](=[O:17])[NH:13][CH:12]=2)=[C:5]([C:19]2[CH:24]=[CH:23][CH:22]=[C:21]([F:25])[CH:20]=2)[N:4]=1. Procedure: In a mixture solution of acetic acid and 48% hydrogen bromide, 2-amino-6-(3-fluorophenyl)-5-(6-methoxy-3-pyridyl)-3-methyl-3,4-dihydro-4-pyrimidinone was stirred at 100° C. for 2 hours. After cooling, the reaction solution was basified and washed with ethyl acetate. The aqueous layer was neutralized with diluted hydrochloric acid, and the resulting solid was collected by filtration, to give the title compound. Starting materials: O1CCOC12CCC(CC2)CC(=O)O (1,4-Dioxaspiro[4,5]decane-8-acetic acid), solution, Cl (hydrochloric acid). Solvent: CC(=O)C (acetone). Yields the product O=C1CCC(CC1)CC(=O)O (4-Oxocyclohexaneacetic acid). Reaction SMILES: [O:1]1[C:5]2([CH2:10][CH2:9][CH:8]([CH2:11][C:12]([OH:14])=[O:13])[CH2:7][CH2:6]2)OCC1.Cl>CC(C)=O>[O:1]=[C:5]1[CH2:10][CH2:9][CH:8]([CH2:11][C:12]([OH:14])=[O:13])[CH2:7][CH2:6]1. Procedure: A solution of 1,4-dioxaspiro[4,5]decane-8-acetic acid (36.54 g) (Example G) in 750 ml of a 1:1 mixture of a 10% solution of hydrochloric acid:acetone is refluxed under nitrogen for four hours. The mixture is concentrated in vacuo and the residue extracted with chloroform. The organic extract is dried (magnesium sulfate) and evaporated to leave the title compound as a yellow oil which can be used without further purification. The reagents and catalysts are c1ccc(cc1)-c2c3ccccc3cc4ccccc24 (9-Phenylanthracene), CC(C)(C)C1=CC=C(C=C1)C2=CC=C(C=C2)C(C)(C)C  (4,4'-di-tert-Butylbiphenyl), [K+].[F-] (KF), O (water), P(C1CCCC1)(c1ccccc1)c1ccccc1.P(C1CCCC1)(c1ccccc1)c1ccccc1.C(Cl)Cl.[Pd](Cl)Cl.[Fe] (Pd(dppf)Cl2). The product is C[C@@]1(CCCNC1=O)c2ccc(nc2O)c3cnc4ccccc4c3. Conditions: temperature 80 celsius, time 18 hour. As a reaction SMILES: OB([c:1]1[cH:10][c:9]([c:4]2[n:3][cH:2]1)[cH:8][cH:7][cH:6][cH:5]2)O.[CH3:11][C@@:12]1([c:19]2[c:24]([OH:25])[n:23][c:22](Cl)[cH:21][cH:20]2)[C:17](=[O:18])[NH:16][CH2:15][CH2:14][CH2:13]1>>[CH3:11][C@@:12]1([c:19]2[c:24]([OH:25])[n:23][c:22]([c:1]3[cH:10][c:9]([c:4]4[n:3][cH:2]3)[cH:8][cH:7][cH:6][cH:5]4)[cH:21][cH:20]2)[C:17](=[O:18])[NH:16][CH2:15][CH2:14][CH2:13]1. Starting materials: c12c(ncc(c1)B(O)O)cccc2, C[C@]1(c2ccc(Cl)nc2O)CCCNC1=O. Run in C1CCOC1 (THF).